From a dataset of the Open Reaction Database (ORD), a public repository of structured organic reaction records. describe an organic reaction: reactants, conditions, products, and yield Starting materials: [N+](=O)([O-])C=1C=C(C=C(C1)C(F)(F)F)C=1CCNCC1 (4-(3-nitro-5-(trifluoromethyl)phenyl)-1,2,3,6-tetrahydropyridine), C(C)OC1(CC1)O[Si](C)(C)C ((1-ethoxycyclopropoxy)trimethylsilane), C(#N)[BH3-].[Na+] (sodium cyanoborohydride), C(C)(=O)O (acetic acid). The solvent is C(C)O (ethanol). Yields the product C1(CC1)N1CCC(=CC1)C1=CC(=CC(=C1)C(F)(F)F)[N+](=O)[O-] (1-cyclopropyl-4-(3-nitro-5-(trifluoromethyl)phenyl)-1,2,3,6-tetrahydropyridine). Isolated yield 78.6%. RXN SMILES: [N+:1]([C:4]1[CH:5]=[C:6]([C:14]2[CH2:15][CH2:16][NH:17][CH2:18][CH:19]=2)[CH:7]=[C:8]([C:10]([F:13])([F:12])[F:11])[CH:9]=1)([O-:3])=[O:2].C(O[C:23]1(O[Si](C)(C)C)[CH2:25][CH2:24]1)C.C([BH3-])#N.[Na+].C(O)(=O)C>C(O)C>[CH:23]1([N:17]2[CH2:16][CH:15]=[C:14]([C:6]3[CH:7]=[C:8]([C:10]([F:11])([F:12])[F:13])[CH:9]=[C:4]([N+:1]([O-:3])=[O:2])[CH:5]=3)[CH2:19][CH2:18]2)[CH2:25][CH2:24]1 |f:2.3|. Procedure details: Stir the mixture of 4-(3-nitro-5-(trifluoromethyl)phenyl)-1,2,3,6-tetrahydropyridine (150 mg, 0.55 mmol), (1-ethoxycyclopropoxy)trimethylsilane (700 mg, 2.4 mmol), sodium cyanoborohydride (200 mg, 3.3 mmol) and acetic acid (240 mg, 4.0 mmol) in ethanol (10 mL) at 60° C. overnight. Concentrate the mixture to get a residue, partition between EtOAc and water, collect the organic layer, wash with water and brine sequentially, and dry over anhydrous sodium sulfate. Concentrate under reduced pressure ... Reactants: COC1=CC=C(CN(C2=NC=C(C=N2)C=2C3=C(N=C(N2)N2CCOCC2)NCC3)CC3=CC=C(C=C3)OC)C=C1 (bis-(4-methoxy-benzyl)-[5-(2-morpholin-4-yl-6,7-dihydro-5H-pyrrolo[2,3-d]pyrimidin-4-yl)-pyrimidin-2-yl]-amine), BrC=1C(=C(C=CC1)C(=O)N1CCN(CC1)C)C ((3-bromo-2-methyl-phenyl)-(4-methyl-piperazin-1-yl)-methanone). The product is COC1=CC=C(CN(C2=NC=C(C=N2)C=2C3=C(N=C(N2)N2CCOCC2)N(CC3)C=3C(=C(C=CC3)C(=O)N3CCN(CC3)C)C)CC3=CC=C(C=C3)OC)C=C1 ([3-(4-{2-[bis-(4-methoxy-benzyl)-amino]-pyrimidin-5-yl}-2-morpholin-4-yl-5,6-dihydro-pyrrolo[2,3-d]pyrimidin-7-yl)-2-methyl-phenyl]-(4-methyl-piperazin-1-yl)-methanone). RXN SMILES: [CH3:1][O:2][C:3]1[CH:40]=[CH:39][C:6]([CH2:7][N:8]([CH2:30][C:31]2[CH:36]=[CH:35][C:34]([O:37][CH3:38])=[CH:33][CH:32]=2)[C:9]2[N:14]=[CH:13][C:12]([C:15]3[C:16]4[CH2:29][CH2:28][NH:27][C:17]=4[N:18]=[C:19]([N:21]4[CH2:26][CH2:25][O:24][CH2:23][CH2:22]4)[N:20]=3)=[CH:11][N:10]=2)=[CH:5][CH:4]=1.Br[C:42]1[C:43]([CH3:57])=[C:44]([C:48]([N:50]2[CH2:55][CH2:54][N:53]([CH3:56])[CH2:52][CH2:51]2)=[O:49])[CH:45]=[CH:46][CH:47]=1>>[CH3:38][O:37][C:34]1[CH:33]=[CH:32][C:31]([CH2:30][N:8]([CH2:7][C:6]2[CH:5]=[CH:4][C:3]([O:2][CH3:1])=[CH:40][CH:39]=2)[C:9]2[N:10]=[CH:11][C:12]([C:15]3[C:16]4[CH2:29][CH2:28][N:27]([C:42]5[C:43]([CH3:57])=[C:44]([C:48]([N:50]6[CH2:51][CH2:52][N:53]([CH3:56])[CH2:54][CH2:55]6)=[O:49])[CH:45]=[CH:46][CH:47]=5)[C:17]=4[N:18]=[C:19]([N:21]4[CH2:26][CH2:25][O:24][CH2:23][CH2:22]4)[N:20]=3)=[CH:13][N:14]=2)=[CH:36][CH:35]=1. Procedure details: Using bis-(4-methoxy-benzyl)-[5-(2-morpholin-4-yl-6,7-dihydro-5H-pyrrolo[2,3-d]pyrimidin-4-yl)-pyrimidin-2-yl]-amine (100 mg) and (3-bromo-2-methyl-phenyl)-(4-methyl-piperazin-1-yl)-methanone (174 mg) instead of 4-chloropicolinic acid t-butylamide, in the same manner as Example 1-D-07, a crude product of [3-(4-{2-[bis-(4-methoxy-benzyl)-amino]-pyrimidin-5-yl}-2-morpholin-4-yl-5,6-dihydro-pyrrolo[2,3-d]pyrimidin-7-yl)-2-methyl-phenyl]-(4-methyl-piperazin-1-yl)-methanone was obtained, and then the... Starting materials: CC(C)(C)CC(Br)C(=O)OCc1ccccc1, CCCC[N+](CCCC)(CCCC)CCCC, COC(=O)C(C)N, CN1CCOCC1, CS(C)=O, Cl, [I-], O. The product is CC(C)(C)C=CC(=O)OCc1ccccc1. RXN SMILES: [CH2:1]([c:2]1[cH:3][cH:4][cH:5][cH:6][cH:7]1)[O:8][C:9]([CH:10]([CH2:11][C:12]([CH3:13])([CH3:14])[CH3:15])[Br:16])=[O:17].[CH2:39]([N+:40]([CH2:41][CH2:42][CH2:43][CH3:44])([CH2:45][CH2:46][CH2:47][CH3:48])[CH2:49][CH2:50][CH2:51][CH3:52])[CH2:53][CH2:54][CH3:55].[CH3:19][O:20][C:21](=[O:22])[CH:23]([CH3:24])[NH2:25].[CH3:26][N:27]1[CH2:28][CH2:29][O:30][CH2:31][CH2:32]1.[CH3:34][S:35](=[O:36])[CH3:37].[ClH:18].[I-:38].[OH2:33]>>[CH2:1]([c:2]1[cH:3][cH:4][cH:5][cH:6][cH:7]1)[O:8][C:9]([CH:10]=[CH:11][C:12]([CH3:13])([CH3:14])[CH3:15])=[O:17]. The reactants are B, CC(C)(C)OC(=O)N1CCC(c2ccccc2)C(OCc2ccccc2C#N)C1, CSC. Yields the product CC(C)(C)OC(=O)N1CCC(c2ccccc2)C(OCc2ccccc2CN)C1. RXN SMILES: [BH3:33].[C:1](#[N:2])[c:3]1[c:4]([CH2:5][O:6][CH:7]2[CH2:8][N:9]([C:19](=[O:20])[O:21][C:22]([CH3:23])([CH3:24])[CH3:25])[CH2:10][CH2:11][CH:12]2[c:13]2[cH:14][cH:15][cH:16][cH:17][cH:18]2)[cH:26][cH:27][cH:28][cH:29]1.[CH3:30][S:31][CH3:32]>>[CH2:1]([NH2:2])[c:3]1[c:4]([CH2:5][O:6][CH:7]2[CH2:8][N:9]([C:19](=[O:20])[O:21][C:22]([CH3:23])([CH3:24])[CH3:25])[CH2:10][CH2:11][CH:12]2[c:13]2[cH:14][cH:15][cH:16][cH:17][cH:18]2)[cH:26][cH:27][cH:28][cH:29]1. Starting materials: N([C@@H](CO)C(=O)O)C(=O)OCC1=CC=CC=C1 (Z-Ser-OH), C(NN)(=O)OC(C)(C)C (t-butyl carbazate), C1C2C=CC1C3C2C(=O)N(C3=O)O (HONB), C1CCC(CC1)N=C=NC2CCCCC2 (DCC). The solvent is CN(C)C=O (DMF). Reaction conditions: time 15 hour. Yields the product N([C@@H](CO)C(=O)NNC(=O)OC(C)(C)C)C(=O)OCC1=CC=CC=C1 (Z-Ser-NHNH-Boc). RXN SMILES: [NH:1]([C:8]([O:10][CH2:11][C:12]1[CH:17]=[CH:16][CH:15]=[CH:14][CH:13]=1)=[O:9])[C@H:2]([C:5]([OH:7])=O)[CH2:3][OH:4].[C:18]([O:22][C:23]([CH3:26])([CH3:25])[CH3:24])(=[O:21])[NH:19][NH2:20].C1C2C3C(=O)N(O)C(=O)C3C1C=C2.C1CCC(N=C=NC2CCCCC2)CC1>CN(C=O)C>[NH:1]([C:8]([O:10][CH2:11][C:12]1[CH:17]=[CH:16][CH:15]=[CH:14][CH:13]=1)=[O:9])[C@H:2]([C:5]([NH:20][NH:19][C:18]([O:22][C:23]([CH3:26])([CH3:25])[CH3:24])=[O:21])=[O:7])[CH2:3][OH:4]. Reported procedure: Z-Ser-OH (10.0 g) and 6.2 g of t-butyl carbazate were dissolved in 150 ml of DMF and the solution was ice-cooled. HONB (8.0 g) and 9.3 g of DCC were added and the mixture was stirred for 15 hours. The formed DCU was filtered off and the filtrate was concentrated. The residue was extracted into AcOEt and the AcOEt solution was washed with 4% aqueous NaHCO3 and 10% aqueous citric acid, dried over Na2SO4 and concentrated. Ether was added and the crystals was collected by filtration. Yield 7.3 g (50...